Dataset: the Open Reaction Database (ORD), a public repository of structured organic reaction records. Task: describe an organic reaction: reactants, conditions, products, and yield Reactants: O=C(Cl)c1cccc(Br)c1, NC1CC1. Product: O=C(NC1CC1)c1cccc(Br)c1. RXN SMILES: [Br:1][c:2]1[cH:3][c:4]([C:5](=[O:6])[Cl:7])[cH:8][cH:9][cH:10]1.[CH:11]1([NH2:14])[CH2:12][CH2:13]1>>[Br:1][c:2]1[cH:3][c:4]([C:5](=[O:6])[NH:14][CH:11]2[CH2:12][CH2:13]2)[cH:8][cH:9][cH:10]1. The reactants are OCC(=O)[C@@H](O)[C@H](O)[C@@H](O)CO (L-sorbose), cuprous oxide, Br (hydrobromic acid). The solvent is CC(=O)C (acetone). Conditions: temperature 60 celsius. Product: CC1(OC[C@H]2[C@@H](O1)[C@H]3[C@@](O2)(OC(O3)(C)C)CO)C (2,3:4,6-di-O-isopropylidene-L-sorbofuranose). The yield is 152.3%. RXN SMILES: [OH:1][CH2:2][C:3]([C@H:5]([C@@H:7]([C@H:9]([CH2:11][OH:12])[OH:10])[OH:8])[OH:6])=[O:4].Br>CC(C)=O>[CH3:2][C:3]1([CH3:5])[O:6][C@H:5]2[C@@H:7]3[O:8][C:9]([CH3:11])([CH3:7])[O:10][C@:9]3([CH2:11][OH:12])[O:4][C@H:3]2[CH2:2][O:1]1. Reported procedure: To 200 ml of acetone were added 10.0 g of L-sorbose, 143 mg of cuprous oxide and 173 mg of 47% hydrobromic acid, and the mixture was refluxed in a warm-water bath at 60° C. for 8 hours. The refluxing solvent was continuously dried with 20 g of molecular sieves 3A which was placed between the reaction vessel and the cooling tube. After the conclusion of the reaction, the same post-treatment as in Example 5 was carried out, thus giving 11.0 g (76.2%) of 2,3:4,6-di-O-isopropylidene-L-sorbofuranose. Yields the product COC(=O)[C@@H]1CC[C@H](CC1)C(N)=S (trans-4-Thiocarbamoyl-cyclohexanecarboxylic acid methyl ester). The reactants are COC(=O)[C@@H]1CC[C@H](CC1)C(N)=O (trans-4-carbamoyl-cyclohexanecarboxylic acid methyl ester), COC=1C=CC(=CC1)P2(=S)SP(=S)(S2)C=3C=CC(=CC3)OC (Lawesson's reagent). Reaction SMILES: [CH3:1][O:2][C:3]([C@H:5]1[CH2:10][CH2:9][C@H:8]([C:11](=O)[NH2:12])[CH2:7][CH2:6]1)=[O:4].COC1C=CC(P2(SP(C3C=CC(OC)=CC=3)(=S)S2)=[S:23])=CC=1>O1CCCC1>[CH3:1][O:2][C:3]([C@H:5]1[CH2:10][CH2:9][C@H:8]([C:11](=[S:23])[NH2:12])[CH2:7][CH2:6]1)=[O:4]. The yield is 95.7%. Reported procedure: A solution of trans-4-carbamoyl-cyclohexanecarboxylic acid methyl ester (2.00 g, 10.8 mmol) and Lawesson's reagent (2.2 g, 5.4 mmol) in tetrahydrofuran (55 ml) was heated at reflux for 3.5 h. The heating bath was removed and the solvent was evaporated. The residue was purified by flash-chromatography with n-heptane/ethyl acetate as eluent to give a pink solid, which was triturated in toluene (10 ml). The precipitate was collected by filtration and dried in vacuo to give the title compound (1.04 ... Solvent: O1CCCC1 (tetrahydrofuran).